From a dataset of the Open Reaction Database (ORD), a public repository of structured organic reaction records. describe an organic reaction: reactants, conditions, products, and yield Starting materials: BrC1=CC=C(C=C1)C1(CC1)C (1-bromo-4-(1-methylcyclopropyl)-benzene), C(I)I (CH2I2), BrC1=CC(=C(C=C1)C(=C)C)Cl (4-bromo-2-chloro-1-isopropenylbenzene), C(C)[Zn]CC (diethyl zinc), FC(C(=O)O)(F)F (trifluoroacetic acid). The product is BrC1=CC(=C(C=C1)C1(CC1)C)Cl (4-bromo-2-chloro-1-(1-methylcyclopropyl)-benzene). Isolated yield 88.0%. Reaction SMILES: [Br:1][C:2]1[CH:7]=[CH:6][C:5]([C:8]2([CH3:11])[CH2:10][CH2:9]2)=[CH:4][CH:3]=1.C([Zn]CC)C.FC(F)(F)C(O)=O.C(I)I.BrC1C=CC(C(C)=C)=C([Cl:37])C=1>>[Br:1][C:2]1[CH:7]=[CH:6][C:5]([C:8]2([CH3:11])[CH2:10][CH2:9]2)=[C:4]([Cl:37])[CH:3]=1. Procedure details: The title compound was synthesized in analogy to 1-bromo-4-(1-methylcyclopropyl)-benzene (described in example S87) using diethyl zinc (2.59 ml, 1M solution in hexane, 2.59 mmol), trifluoroacetic acid (200 μl, 2.59 mmol), CH2I2 (209 μl, 2.59 mmol) and 4-bromo-2-chloro-1-isopropenylbenzene (300 mg, 1.30 mmol). The isolated residue was purified by flash column chromatography (100% pentane) to give 4-bromo-2-chloro-1-(1-methylcyclopropyl)-benzene (280 mg, 88%) as a colorless oil. 1H NMR (CDCl3, 300... Starting materials: BrBr (bromine), NC1=CC=C2CCCC(C2=C1)=O (7-Amino-1-tetralone), BrBr (bromine). Solvent: C(C)(=O)O (acetic acid). Run at time 10 minute. Yields the product NC1=CC=C2CCCC(C2=C1Br)=O (7-Amino-8-bromo-1-tetralone). The yield is 102.4%. As a reaction SMILES: [NH2:1][C:2]1[CH:11]=[C:10]2[C:5]([CH2:6][CH2:7][CH2:8][C:9]2=[O:12])=[CH:4][CH:3]=1.[Br:13]Br>C(O)(=O)C>[NH2:1][C:2]1[C:11]([Br:13])=[C:10]2[C:5]([CH2:6][CH2:7][CH2:8][C:9]2=[O:12])=[CH:4][CH:3]=1. Procedure details: 7-Amino-1-tetralone (457 mg, 2.83 mmol) was dissolved in acetic acid (8 mL) and treated with bromine (150 mL, 2.91 mmol) dropwise. After 10 min., more bromine (17 mL) was added. Then the solvent was evaporated off to give a light brown solid. It was partitioned between Na2CO3 solution and EtOAc From the organic phase was obtained a semi-solid (696 mg). It was dissolved in CHCl3 and flash chromatographed over silica gel 50 g) eluting with EtOAc/hexane (1:4) to afford a yellow solid (320 mg, 470 y...